This data is from the Open Reaction Database (ORD), a public repository of structured organic reaction records. The task is: describe an organic reaction: reactants, conditions, products, and yield Starting materials: CC(C)(C)c1cc(C(C)(C)C)[nH]n1, CN(C)C=O, CCOC(=O)CCc1ccc(OCc2ccc(CCl)cc2)cc1F, [H-], [Na+], O. Yields the product CCOC(=O)CCc1ccc(OCc2ccc(Cn3nc(C(C)(C)C)cc3C(C)(C)C)cc2)cc1F. As a reaction SMILES: [C:1]([CH3:2])([CH3:3])([CH3:4])[c:5]1[n:6][nH:7][c:8]([C:10]([CH3:11])([CH3:12])[CH3:13])[cH:9]1.[CH3:41][N:42]([CH3:43])[CH:44]=[O:45].[Cl:16][CH2:17][c:18]1[cH:19][cH:20][c:21]([CH2:22][O:23][c:24]2[cH:25][c:26]([F:37])[c:27]([CH2:30][CH2:31][C:32](=[O:33])[O:34][CH2:35][CH3:36])[cH:28][cH:29]2)[cH:38][cH:39]1.[H-:14].[Na+:15].[OH2:40]>>[C:1]([CH3:2])([CH3:3])([CH3:4])[c:5]1[n:6][n:7]([CH2:17][c:18]2[cH:19][cH:20][c:21]([CH2:22][O:23][c:24]3[cH:25][c:26]([F:37])[c:27]([CH2:30][CH2:31][C:32](=[O:33])[O:34][CH2:35][CH3:36])[cH:28][cH:29]3)[cH:38][cH:39]2)[c:8]([C:10]([CH3:11])([CH3:12])[CH3:13])[cH:9]1. Starting materials: C1(=CC=CC=C1)COC(=O)NC=C ((phenylmethoxy)-N-vinylcarboxamide), 9-BBN dimer, BrC1=CC(=C(C#N)C=C1)F (4-bromo-2-fluorobenzonitrile). Reagents/catalysts: Cl[Pd]Cl (dichloropalladium (II)), C1=CC=C(C=C1)P([C-]2C=CC=C2)C3=CC=CC=C3.C1=CC=C(C=C1)P([C-]2C=CC=C2)C3=CC=CC=C3.Cl[Pd]Cl.[Fe+2] (PdCl2(dppf)). Run in C1CCOC1 (THF), C1CCOC1 (THF), C1CCOC1 (THF). Conditions: temperature -10 celsius, time 2 hour. Yields the product C(#N)C1=C(C=C(C=C1)CCNC(=O)OCC1=CC=CC=C1)F (N-[2-(4-cyano-3-fluorophenyl)ethyl](phenylmethoxy)carboxamide). Isolated yield 85.8%. RXN SMILES: [C:1]1([CH2:7][O:8][C:9]([NH:11][CH:12]=[CH2:13])=[O:10])[CH:6]=[CH:5][CH:4]=[CH:3][CH:2]=1.C12CCCC(CCC1)B12[H]B2(C3CCCC2CCC3)[H]1.Br[C:35]1[CH:42]=[CH:41][C:38]([C:39]#[N:40])=[C:37]([F:43])[CH:36]=1>C1COCC1.Cl[Pd]Cl.C1C=CC(P(C2C=CC=CC=2)[C-]2C=CC=C2)=CC=1.C1C=CC(P(C2C=CC=CC=2)[C-]2C=CC=C2)=CC=1.Cl[Pd]Cl.[Fe+2]>[C:39]([C:38]1[CH:41]=[CH:42][C:35]([CH2:13][CH2:12][NH:11][C:9]([O:8][CH2:7][C:1]2[CH:6]=[CH:5][CH:4]=[CH:3][CH:2]=2)=[O:10])=[CH:36][C:37]=1[F:43])#[N:40] |f:5.6.7.8|. Procedure: Into a 100 mL single neck flask was placed (phenylmethoxy)-N-vinylcarboxamide (5.54 g, 31.25 mmol) in THF (15 mL). The mixture was cooled down to −10° C. while treated dropwise with a solution of 9-BBN dimer (3.81 g, 15.62 mmol) in THF (20 mL). The reaction mixture was warmed up to RT while stirring for additional 2 hours. The reaction mixture was quenched with 3N NaOH (2mL) and the mixture was stirred for 10 minutes before its addition to a solution of 4-bromo-2-fluorobenzonitrile (5 g, 25 mmol... Starting materials: Cl.N1CCC(CC1)C1=NN=C(O1)O (5-(piperidin-4-yl)-1,3,4-oxadiazol-2-ol hydrochloride), ClC1=NC=C(C=N1)B(O)O ((2-chloropyrimidin-5-yl)boronic acid). The product is OC1=NN=C(O1)C1CCN(CC1)C1=NC=C(C=N1)B(O)O ({2-[4-(5-Hydroxy-1,3,4-oxadiazol-2-yl)piperidin-1-yl]pyrimidin-5-yl}boronic acid). Reaction SMILES: Cl.[NH:2]1[CH2:7][CH2:6][CH:5]([C:8]2[O:12][C:11]([OH:13])=[N:10][N:9]=2)[CH2:4][CH2:3]1.Cl[C:15]1[N:20]=[CH:19][C:18]([B:21]([OH:23])[OH:22])=[CH:17][N:16]=1>>[OH:13][C:11]1[O:12][C:8]([CH:5]2[CH2:4][CH2:3][N:2]([C:15]3[N:20]=[CH:19][C:18]([B:21]([OH:23])[OH:22])=[CH:17][N:16]=3)[CH2:7][CH2:6]2)=[N:9][N:10]=1 |f:0.1|. Procedure details: Prepared from 5-(piperidin-4-yl)-1,3,4-oxadiazol-2-ol hydrochloride (1.30 g, 6.32 mmol) and (2-chloropyrimidin-5-yl)boronic acid (1 g, 6.32 mmol) in accordance with General Method C to give the title compound as an off-white semi-solid. HPLC-MS: m/z (M−H)+ 290.2, RT 0.17 minutes. Reactants: C1=CC(=CC=C1O)C (p-cresol), ClCCCl (1,2 dichloro ethane), [N+](=O)(O)[O-] (HNO3). The reagents and catalysts are catalyst. Solvent: O (water). Reaction conditions: temperature 110 celsius, time 8 hour. Yields the product [N+](=O)([O-])C1=CC(=CC=C1O)C (2-nitro p-cresol), other products. Isolated yield 0.9%. As a reaction SMILES: [CH:1]1[C:6]([OH:7])=[CH:5][CH:4]=[C:3]([CH3:8])[CH:2]=1.ClCCCl.[N+:13]([O-])([OH:15])=[O:14]>O>[N+:13]([C:5]1[C:6]([OH:7])=[CH:1][CH:2]=[C:3]([CH3:8])[CH:4]=1)([O-:15])=[O:14]. Procedure: A 100 mL reaction flask fitted with reverse dean-stark apparatus was charged with 10.804 g (0.1 mol) p-cresol, 65 mL 1,2 dichloro ethane, and 2.161 g of catalyst as prepared in example 5. The flask was flushed with nitrogen. The reaction mixture was refluxed at 110° C. for 1 h followed by dropwise addition of 8.6 mL (0.133 mol) 70% HNO3. The water formed during the reaction was removed using reverse dean-stark apparatus. The reaction was carried out for 8 h. The reaction was monitored by GC anal... The reactants are ClC1=CC(=C(C=C1)C(CC(=O)C1=CN(C(C=C1)=O)C)C1=CC(=C(OCCCC(=O)O)C=C1)F)C (4-{4-[1-(4-chloro-2-methyl-phenyl)-3-(1-methyl-6-oxo-1,6-dihydro-pyridin-3-yl)-3-oxo-propyl]-2-fluoro-phenoxy}-butyric acid), Cl.NO (hydroxylamine hydrochloride), C(O)([O-])=O.[Na+] (sodium hydrogencarbonate). The product is ClC1=CC(=C(C=C1)C(C\C(\C1=CN(C(C=C1)=O)C)=N/O)C1=CC(=C(OCCCC(=O)O)C=C1)F)C (4-{4-[1-(4-Chloro-2-methyl-phenyl)-3-[(E)-hydroxyimino]-3-(1-methyl-6-oxo-1,6-dihydro-pyridin-3-yl)-propyl]-2-fluoro-phenoxy}-butyric acid). As a reaction SMILES: [Cl:1][C:2]1[CH:7]=[CH:6][C:5]([CH:8]([C:20]2[CH:32]=[CH:31][C:23]([O:24][CH2:25][CH2:26][CH2:27][C:28]([OH:30])=[O:29])=[C:22]([F:33])[CH:21]=2)[CH2:9][C:10]([C:12]2[CH:17]=[CH:16][C:15](=[O:18])[N:14]([CH3:19])[CH:13]=2)=O)=[C:4]([CH3:34])[CH:3]=1.Cl.[NH2:36][OH:37].C(=O)([O-])O.[Na+]>>[Cl:1][C:2]1[CH:7]=[CH:6][C:5]([CH:8]([C:20]2[CH:32]=[CH:31][C:23]([O:24][CH2:25][CH2:26][CH2:27][C:28]([OH:30])=[O:29])=[C:22]([F:33])[CH:21]=2)[CH2:9]/[C:10](=[N:36]\[OH:37])/[C:12]2[CH:17]=[CH:16][C:15](=[O:18])[N:14]([CH3:19])[CH:13]=2)=[C:4]([CH3:34])[CH:3]=1 |f:1.2,3.4|. Procedure: In analogy to example 151, step 3, 4-{4-[1-(4-chloro-2-methyl-phenyl)-3-(1-methyl-6-oxo-1,6-dihydro-pyridin-3-yl)-3-oxo-propyl]-2-fluoro-phenoxy}-butyric acid was reacted with hydroxylamine hydrochloride in the presence of sodium hydrogencarbonate to give the title compound containing less than 10% of the corresponding Z isomer as a colourless solid, MS (ESI−): m/z=499.2 [M−H]−. Starting materials: COC1=CC2=CC=CC=C2NC3=CC=CC=C31 (10-methoxyiminostilbene), [O-]C#N.[Na+] (sodium cyanate), C(\C=C/C(=O)O)(=O)O (maleic acid). Run in ClCCl (dichloromethane). Yields the product COC1=CC2=CC=CC=C2N(C3=CC=CC=C31)C(=O)N (10-methoxycarbamazepine). Reaction SMILES: [CH3:1][O:2][C:3]1[C:17]2[C:12](=[CH:13][CH:14]=[CH:15][CH:16]=2)[NH:11][C:10]2[C:5](=[CH:6][CH:7]=[CH:8][CH:9]=2)[CH:4]=1.[O-:18][C:19]#[N:20].[Na+].C(O)(=O)/C=C\C(O)=O>ClCCl>[CH3:1][O:2][C:3]1[C:17]2[C:12](=[CH:13][CH:14]=[CH:15][CH:16]=2)[N:11]([C:19]([NH2:20])=[O:18])[C:10]2[C:5](=[CH:6][CH:7]=[CH:8][CH:9]=2)[CH:4]=1 |f:1.2|. Procedure: To a 1 L 4-necked round bottom flask was added 10.0 g (0.045 mol) of 10-methoxyiminostilbene, 150.0 ml of dichloromethane, 37.0 g (0.57 mol) of sodium cyanate and 15.0 g (0.13 moles) of maleic acid and stirred at room temperature. The contents were heated to reflux (40-45° C.) under vigorous stirring for about 6 to about 8 hours. After completion of the reaction (detected by TLC) the reaction mass was filtered and washed with 50.0 ml dichloromethane. The dichloromethane layer was washed with wat... Starting materials: C(C)(C)NCC(=O)C1=CC(=C(C=C1)OC(CC(C)C)=O)O (3-hydroxy-4-(isovaleryloxy)phenyl isopropylaminomethyl ketone), C[O-].[Na+] (sodium methoxide), C1(=CC=CC=C1)[O-].[Na+] (sodium phenolate salt), CC(CC(=O)Cl)(CC)C (3,3-dimethylpentanoyl chloride). Yields the product C(C)(C)NCC(=O)C1=CC(=C(C=C1)OC(CC(C)C)=O)OC(CC(CC)(C)C)=O (3-(3,3-dimethylpentanoyloxy)-4-(isovaleryloxy)phenyl isopropylaminomethyl ketone). As a reaction SMILES: [CH:1]([NH:4][CH2:5][C:6]([C:8]1[CH:13]=[CH:12][C:11]([O:14][C:15](=[O:20])[CH2:16][CH:17]([CH3:19])[CH3:18])=[C:10]([OH:21])[CH:9]=1)=[O:7])([CH3:3])[CH3:2].C[O-].[Na+].C1([O-])C=CC=CC=1.[Na+].[CH3:33][C:34]([CH3:41])([CH2:39][CH3:40])[CH2:35][C:36](Cl)=[O:37]>>[CH:1]([NH:4][CH2:5][C:6]([C:8]1[CH:13]=[CH:12][C:11]([O:14][C:15](=[O:20])[CH2:16][CH:17]([CH3:19])[CH3:18])=[C:10]([O:21][C:36](=[O:37])[CH2:35][C:34]([CH3:41])([CH3:33])[CH2:39][CH3:40])[CH:9]=1)=[O:7])([CH3:3])[CH3:2] |f:1.2,3.4|. Reported procedure: Following a procedure similar to that described above in Example 2A, when 3-hydroxy-4-(isovaleryloxy)phenyl isopropylaminomethyl ketone is interacted with one equivalent of sodium methoxide and the resulting sodium phenolate salt is reacted with 3,3-dimethylpentanoyl chloride there is obtained 3-(3,3-dimethylpentanoyloxy)-4-(isovaleryloxy)phenyl isopropylaminomethyl ketone; and by interaction of this base with hydrochloric acid there is obtained the hydrochloride salt. When this hydrochloride is... Starting materials: C(CCC)C1=CC=C(C=C1)C#CC1=CC=C(CN(C(=O)C2=CC3=C(OC(OC3=O)(C)C)C=C2)CCCCCC)C=C1 (N-{4-[(4-butylphenyl)ethynyl]benzyl}-N-hexyl-2,2-dimethyl-4-oxo-4H-1,3-benzodioxine-6-carboxamide), [OH-].[Li+] (lithium hydroxide). Run in C1CCOC1 (THF), O (water). Yields the product C(CCC)C1=CC=C(C=C1)C#CC1=CC=C(CN(C(=O)C=2C=CC(=C(C(=O)O)C2)O)CCCCCC)C=C1 (5-{[{4-[(4-butylphenyl)ethynyl]benzyl}(hexyl)amino]carbonyl)-2-hydroxybenzoic acid). Isolated yield 88.9%. RXN SMILES: [CH2:1]([C:5]1[CH:10]=[CH:9][C:8]([C:11]#[C:12][C:13]2[CH:41]=[CH:40][C:16]([CH2:17][N:18]([CH2:34][CH2:35][CH2:36][CH2:37][CH2:38][CH3:39])[C:19]([C:21]3[CH:33]=[CH:32][C:24]4[O:25]C(C)(C)[O:27][C:28](=[O:29])[C:23]=4[CH:22]=3)=[O:20])=[CH:15][CH:14]=2)=[CH:7][CH:6]=1)[CH2:2][CH2:3][CH3:4].[OH-].[Li+]>C1COCC1.O>[CH2:1]([C:5]1[CH:10]=[CH:9][C:8]([C:11]#[C:12][C:13]2[CH:41]=[CH:40][C:16]([CH2:17][N:18]([CH2:34][CH2:35][CH2:36][CH2:37][CH2:38][CH3:39])[C:19]([C:21]3[CH:33]=[CH:32][C:24]([OH:25])=[C:23]([CH:22]=3)[C:28]([OH:29])=[O:27])=[O:20])=[CH:15][CH:14]=2)=[CH:7][CH:6]=1)[CH2:2][CH2:3][CH3:4] |f:1.2|. Procedure details: A solution of N-{4-[(4-butylphenyl)ethynyl]benzyl}-N-hexyl-2,2-dimethyl-4-oxo-4H-1,3-benzodioxine-6-carboxamide (108 mg, 0.20 mmol) and lithium hydroxide (120 mg, 2.9 mmol) in THF (1 mL) and water (1 mL) was heated at 70° C. overnight. The solvents were removed under reduced pressure. The residue was taken up in EtOAc and washed with an aqueous solution of HCl (1N) and brine, dried over MgSO4 and the solvent was removed under reduced pressure to give 91 mg (91%) of hte title compound. HPLC, Rt: ... Yields the product OC(c1c2ccccc2nn1-c1ccc(Cl)cc1)C1CCCCC1. Reactants: [Li]CCCC, C1CCOC1, CCCCCC, O=CC1CCCCC1, [Cl-], Clc1ccc(-n2cc3ccccc3n2)cc1, [NH4+]. RXN SMILES: [CH2:1]([Li:2])[CH2:3][CH2:4][CH3:5].[CH2:38]1[O:39][CH2:40][CH2:41][CH2:42]1.[CH3:6][CH2:7][CH2:8][CH2:9][CH2:10][CH3:11].[CH:28]1([CH:34]=[O:35])[CH2:29][CH2:30][CH2:31][CH2:32][CH2:33]1.[Cl-:36].[Cl:12][c:13]1[cH:14][cH:15][c:16](-[n:19]2[n:20][c:21]3[cH:22][cH:23][cH:24][cH:25][c:26]3[cH:27]2)[cH:17][cH:18]1.[NH4+:37]>>[Cl:12][c:13]1[cH:14][cH:15][c:16](-[n:19]2[n:20][c:21]3[cH:22][cH:23][cH:24][cH:25][c:26]3[c:27]2[CH:34]([CH:28]2[CH2:29][CH2:30][CH2:31][CH2:32][CH2:33]2)[OH:35])[cH:17][cH:18]1.